describe an organic reaction: reactants, conditions, products, and yield From a dataset of the Open Reaction Database (ORD), a public repository of structured organic reaction records. The reactants are COC(=O)c1cc([N+](=O)[O-])cc2sc3ccccc3c(=O)c12, C1COCCO1. The product is COC(=O)c1cc(N)cc2sc3ccccc3c(=O)c12. As a reaction SMILES: [N+:1]([O-:2])(=[O:3])[c:4]1[cH:5][c:6]([C:19](=[O:20])[O:21][CH3:22])[c:7]2[c:8](=[O:18])[c:9]3[cH:10][cH:11][cH:12][cH:13][c:14]3[s:15][c:16]2[cH:17]1.[O:23]1[CH2:24][CH2:25][O:26][CH2:27][CH2:28]1>>[NH2:1][c:4]1[cH:5][c:6]([C:19](=[O:20])[O:21][CH3:22])[c:7]2[c:8](=[O:18])[c:9]3[cH:10][cH:11][cH:12][cH:13][c:14]3[s:15][c:16]2[cH:17]1. The reactants are [BH3-]C#N, CC(=O)O, CO, CNc1nc(Cl)ncc1C=O, ClC(Cl)Cl, Cc1ccc(NC(=O)c2cccc(C(F)(F)F)c2)cc1N, [Na+]. The product is CNc1nc(Cl)ncc1CNc1cc(NC(=O)c2cccc(C(F)(F)F)c2)ccc1C. As a reaction SMILES: [C:33]([BH3-:34])#[N:35].[CH3:37][C:38](=[O:39])[OH:40].[CH3:41][OH:42].[Cl:1][c:2]1[n:3][cH:4][c:5]([CH:10]=[O:11])[c:6]([NH:8][CH3:9])[n:7]1.[Cl:43][CH:44]([Cl:45])[Cl:46].[NH2:12][c:13]1[cH:14][c:15]([NH:20][C:21]([c:22]2[cH:23][c:24]([C:28]([F:29])([F:30])[F:31])[cH:25][cH:26][cH:27]2)=[O:32])[cH:16][cH:17][c:18]1[CH3:19].[Na+:36]>>[Cl:1][c:2]1[n:3][cH:4][c:5]([CH2:10][NH:12][c:13]2[cH:14][c:15]([NH:20][C:21]([c:22]3[cH:23][c:24]([C:28]([F:29])([F:30])[F:31])[cH:25][cH:26][cH:27]3)=[O:32])[cH:16][cH:17][c:18]2[CH3:19])[c:6]([NH:8][CH3:9])[n:7]1. Starting materials: ClC1=C(C=CC=C1)C1=NN2C(N=CNC2=O)=C1I (7-(2-chlorophenyl)-8-iodo-3H-pyrazolo[1,5-a][1,3,5]-triazin-4-one), ClC1=CC=C(C=C1)B(O)O (4-chlorophenylboronic acid). Reagents/catalysts: C=1C=CC(=CC1)[P](C=2C=CC=CC2)(C=3C=CC=CC3)[Pd]([P](C=4C=CC=CC4)(C=5C=CC=CC5)C=6C=CC=CC6)([P](C=7C=CC=CC7)(C=8C=CC=CC8)C=9C=CC=CC9)[P](C=1C=CC=CC1)(C=1C=CC=CC1)C=1C=CC=CC1 (tetrakis(triphenylphosphine)palladium). The solvent is C(C)O (ethanol). Conditions: temperature 68 celsius. Yields the product ClC1=C(C=CC=C1)C1=NN2C(N=CNC2=O)=C1C1=CC=C(C=C1)Cl (7-(2-Chlorophenyl)-8-(4-chlorophenyl)-3H-pyrazolo[1,5-a][1,3,5]triazin-4-one). Isolated yield 144.2%. Reaction SMILES: [Cl:1][C:2]1[CH:7]=[CH:6][CH:5]=[CH:4][C:3]=1[C:8]1[C:17](I)=[C:11]2[N:12]=[CH:13][NH:14][C:15](=[O:16])[N:10]2[N:9]=1.[Cl:19][C:20]1[CH:25]=[CH:24][C:23](B(O)O)=[CH:22][CH:21]=1>C(O)C.C1C=CC([P]([Pd]([P](C2C=CC=CC=2)(C2C=CC=CC=2)C2C=CC=CC=2)([P](C2C=CC=CC=2)(C2C=CC=CC=2)C2C=CC=CC=2)[P](C2C=CC=CC=2)(C2C=CC=CC=2)C2C=CC=CC=2)(C2C=CC=CC=2)C2C=CC=CC=2)=CC=1>[Cl:1][C:2]1[CH:7]=[CH:6][CH:5]=[CH:4][C:3]=1[C:8]1[C:17]([C:23]2[CH:24]=[CH:25][C:20]([Cl:19])=[CH:21][CH:22]=2)=[C:11]2[N:12]=[CH:13][NH:14][C:15](=[O:16])[N:10]2[N:9]=1 |^1:35,37,56,75|. Procedure details: A mixture of 7-(2-chlorophenyl)-8-iodo-3H-pyrazolo[1,5-a][1,3,5]-triazin-4-one (I-3A-9d; 500 mg, 1.34 mmol), 4-chlorophenylboronic acid (315 mg, 2.01 mmol), and tetrakis(triphenylphosphine)palladium (50 mg, 0.043 mmol) under an argon atmosphere in ethanol (12 ml) and 2M aqueous Na2CO3 (2.5 ml) was degassed (3×) by pulling a vacuum followed by refilling with argon gas. The mixture was heated at 68° C. for 7 hours and then cooled to room temperature. The mixture was extracted from water with ethyl... Starting materials: S(=O)(=O)(O)C1=CC=C(C)C=C1.COC([C@@H](O)C)=O ((S)(-)-lactic acid-methylester tosylate), ClC=1C=C(C(=NC1)OC1=CC=C(C=C1)O)F (4-(5-chloro-3-fluoropyridin-2-yloxy)-phenol), C([O-])([O-])=O.[K+].[K+] (potassium carbonate). Run in CS(=O)C (dimethylsulfoxide), CS(=O)C (dimethylsulfoxide). Reaction conditions: time 2 hour. Product: COC([C@@H](C)OC1=CC=C(C=C1)OC1=NC=C(C=C1F)Cl)=O ((R)(+)-2-[4-(5-chloro-3-fluoropyridin-2-yloxy)-phenoxy]-propionic acid methyl ester). Reaction SMILES: [Cl:1][C:2]1[CH:3]=[C:4]([F:16])[C:5]([O:8][C:9]2[CH:14]=[CH:13][C:12]([OH:15])=[CH:11][CH:10]=2)=[N:6][CH:7]=1.C(=O)([O-])[O-].[K+].[K+].S(C1C=CC(C)=CC=1)(O)(=O)=O.[CH3:34][O:35][C:36](=[O:40])[C@H:37]([CH3:39])O>CS(C)=O>[CH3:34][O:35][C:36](=[O:40])[C@H:37]([O:15][C:12]1[CH:11]=[CH:10][C:9]([O:8][C:5]2[C:4]([F:16])=[CH:3][C:2]([Cl:1])=[CH:7][N:6]=2)=[CH:14][CH:13]=1)[CH3:39] |f:1.2.3,4.5|. Procedure details: A solution of 24 g (0.1 mol) of 4-(5-chloro-3-fluoropyridin-2-yloxy)-phenol in 80 ml of dimethylsulfoxide is added dropwise to a stirred solution of 13.8 g (0.1 mol) of potassium carbonate in 50 ml of dimethylsulfoxide. When everything is added, the mixture is stirred for 2 hours at room temperature and then 25.8 g (0.1 mol) of (S)(-)-lactic acid-methylester tosylate is added dropwise over 30 minutes. The mixture is heated to 60° and stirred at that temperature for 20 hours, then poured onto ice... The reactants are N1=CC=C(C=C1)C1=C2N(C3=CC=C(C=C13)O)CCCC2 (6,7,8,9-tetrahydro-10-(4-pyridyl)-pyrido[1,2-a]indole-2-ol), C(C)OC(C(C)(C)Br)=O (2-bromo-2-methyl-propanoic acid ethylester). Product: C(C)OC(C(C)(C)OC=1C=C2C(=C3N(C2=CC1)CCCC3)C3=CC=NC=C3)=O (2-[6,7,8,9-Tetrahydro-10-(4-pyridyl)-pyrido[1,2-a]indole-2-yloxy]-2-methyl-propanoic acid ethylester). As a reaction SMILES: [N:1]1[CH:6]=[CH:5][C:4]([C:7]2[C:15]3[C:10](=[CH:11][CH:12]=[C:13]([OH:16])[CH:14]=3)[N:9]3[CH2:17][CH2:18][CH2:19][CH2:20][C:8]=23)=[CH:3][CH:2]=1.[CH2:21]([O:23][C:24](=[O:29])[C:25](Br)([CH3:27])[CH3:26])[CH3:22]>>[CH2:21]([O:23][C:24](=[O:29])[C:25]([O:16][C:13]1[CH:14]=[C:15]2[C:10](=[CH:11][CH:12]=1)[N:9]1[CH2:17][CH2:18][CH2:19][CH2:20][C:8]1=[C:7]2[C:4]1[CH:5]=[CH:6][N:1]=[CH:2][CH:3]=1)([CH3:27])[CH3:26])[CH3:22]. Procedure details: The above compound was prepared from 6,7,8,9-tetrahydro-10-(4-pyridyl)-pyrido[1,2-a]indole-2-ol and 2-bromo-2-methyl-propanoic acid ethylester using a procedure analogous to that of Example 10. The reactants are FC1=CC=C(C=2N=C(SC21)C=2C(=NC=C(C2)C=2C=NN(C2)C2CCNCC2)N)C(F)(F)F (3-(7-fluoro-4-trifluoromethylbenzothiazol-2-yl)-5-(1-piperidin-4-yl-1H-pyrazol-4-yl)-pyridin-2-ylamine), FC=1C=CC2=C(N=C(S2)I)C1C(F)(F)F (5-fluoro-2-iodo-4-trifluoromethyl-1,3-benzothiazole). The product is FC=1C=CC2=C(N=C(S2)C=2C(=NC=C(C2)C=2C=NN(C2)C2CCNCC2)N)C1C(F)(F)F (3-(5-Fluoro-4-trifluoromethylbenzothiazol-2-yl)-5-(1-piperidin-4-yl-1H-pyrazol-4-yl)-pyridin-2-ylamine). As a reaction SMILES: F[C:2]1[C:10]2[S:9][C:8]([C:11]3[C:12]([NH2:28])=[N:13][CH:14]=[C:15]([C:17]4[CH:18]=[N:19][N:20]([CH:22]5[CH2:27][CH2:26][NH:25][CH2:24][CH2:23]5)[CH:21]=4)[CH:16]=3)=[N:7][C:6]=2[C:5]([C:29]([F:32])([F:31])[F:30])=[CH:4][CH:3]=1.[F:33]C1C=CC2SC(I)=NC=2C=1C(F)(F)F>>[F:33][C:4]1[CH:3]=[CH:2][C:10]2[S:9][C:8]([C:11]3[C:12]([NH2:28])=[N:13][CH:14]=[C:15]([C:17]4[CH:18]=[N:19][N:20]([CH:22]5[CH2:23][CH2:24][NH:25][CH2:26][CH2:27]5)[CH:21]=4)[CH:16]=3)=[N:7][C:6]=2[C:5]=1[C:29]([F:30])([F:31])[F:32]. Procedure details: Following the procedure for 3-(7-fluoro-4-trifluoromethylbenzothiazol-2-yl)-5-(1-piperidin-4-yl-1H-pyrazol-4-yl)-pyridin-2-ylamine, using 5-fluoro-2-iodo-4-trifluoromethyl-1,3-benzothiazole and conducting the Suzuki coupling at 80° C. for 2 h, the title compound was obtained as a yellow solid. 1H NMR (400 MHz, DMSO-d6): δ=9.02-8.92 (brm, 1H), 8.80-8.70 (brm, 1H), 8.58 (dd, J=4.8, 9.2 Hz, 1H), 8.57 (d, J=2.0 Hz, 1H), 8.37 (s, 1H), 8.31 (d, J=2.0 Hz, 1H), 8.17 (brs, 1H), 8.05 (s, 1H), 7.64 (dd, J=... Starting materials: CCOC(C)=O, OCC1CC1, CC(C)(C)OC(=O)N=NC(=O)OC(C)(C)C, CC(C)(C)OC(=O)NNC(=O)OC(C)(C)C, C1CCOC1, O, c1ccc(P(c2ccccc2)c2ccccc2)cc1. Yields the product CC(C)(C)OC(=O)NN(CC1CC1)C(=O)OC(C)(C)C. As a reaction SMILES: [CH3:63][CH2:64][O:65][C:66](=[O:67])[CH3:68].[CH:1]1([CH2:4][OH:5])[CH2:2][CH2:3]1.[N:41]([C:42]([O:43][C:44]([CH3:45])([CH3:46])[CH3:47])=[O:48])=[N:49][C:50]([O:51][C:52]([CH3:53])([CH3:54])[CH3:55])=[O:56].[NH:6]([NH:7][C:8](=[O:9])[O:10][C:11]([CH3:12])([CH3:13])[CH3:14])[C:15](=[O:16])[O:17][C:18]([CH3:19])([CH3:20])[CH3:21].[O:57]1[CH2:58][CH2:59][CH2:60][CH2:61]1.[OH2:62].[c:22]1([P:23]([c:24]2[cH:25][cH:26][cH:27][cH:28][cH:29]2)[c:30]2[cH:31][cH:32][cH:33][cH:34][cH:35]2)[cH:36][cH:37][cH:38][cH:39][cH:40]1>>[CH:1]1([CH2:4][N:6]([NH:7][C:8](=[O:9])[O:10][C:11]([CH3:12])([CH3:13])[CH3:14])[C:15](=[O:16])[O:17][C:18]([CH3:19])([CH3:20])[CH3:21])[CH2:2][CH2:3]1.